From a dataset of the Open Reaction Database (ORD), a public repository of structured organic reaction records. describe an organic reaction: reactants, conditions, products, and yield Product: O=Cc1ccc2c(cnn2Cc2ccc(F)cc2C(F)(F)F)c1. Reactants: Fc1ccc(CBr)c(C(F)(F)F)c1, O=Cc1ccc2[nH]ncc2c1. Reaction SMILES: [Br:12][CH2:13][c:14]1[c:15]([C:21]([F:22])([F:23])[F:24])[cH:16][c:17]([F:20])[cH:18][cH:19]1.[nH:1]1[n:2][cH:3][c:4]2[cH:5][c:6]([CH:10]=[O:11])[cH:7][cH:8][c:9]12>>[n:1]1([CH2:13][c:14]2[c:15]([C:21]([F:22])([F:23])[F:24])[cH:16][c:17]([F:20])[cH:18][cH:19]2)[n:2][cH:3][c:4]2[cH:5][c:6]([CH:10]=[O:11])[cH:7][cH:8][c:9]12. Reactants: CCOC(=O)c1cn(C)n(-c2ccccc2OC)c1=O, CO, [Na+], C1CCOC1, [OH-]. Yields the product COc1ccccc1-n1c(=O)c(C(=O)O)cn1C. Reaction SMILES: [CH3:1][O:2][c:3]1[c:4](-[n:9]2[n:10]([CH3:20])[cH:11][c:12]([C:15](=[O:16])[O:17][CH2:18][CH3:19])[c:13]2=[O:14])[cH:5][cH:6][cH:7][cH:8]1.[CH3:28][OH:29].[Na+:27].[O:21]1[CH2:22][CH2:23][CH2:24][CH2:25]1.[OH-:26]>>[CH3:1][O:2][c:3]1[c:4](-[n:9]2[n:10]([CH3:20])[cH:11][c:12]([C:15](=[O:16])[OH:17])[c:13]2=[O:14])[cH:5][cH:6][cH:7][cH:8]1. The reactants are CNC(=O)NC1=CC(=CC=C1)C(F)(F)F (1-Methyl-3-(3-(trifluoromethyl)phenyl)urea), C(CC(=O)O)(=O)O (malonic acid), C(C)(=O)OC(C)=O (acetic anhydride). Conditions: temperature 80 celsius, time 1 hour. Yields the product CN1C(N(C(CC1=O)=O)C1=CC(=CC=C1)C(F)(F)F)=O (1-methyl-3-(3-(trifluoromethyl)phenyl)pyrimidin-2,4,6-(1H, 3H, 5H)-trione). Yield: 52.0%. RXN SMILES: [CH3:1][NH:2][C:3]([NH:5][C:6]1[CH:11]=[CH:10][CH:9]=[C:8]([C:12]([F:15])([F:14])[F:13])[CH:7]=1)=[O:4].[C:16](O)(=[O:21])[CH2:17][C:18](O)=[O:19].C(OC(=O)C)(=O)C>>[CH3:1][N:2]1[C:18](=[O:19])[CH2:17][C:16](=[O:21])[N:5]([C:6]2[CH:11]=[CH:10][CH:9]=[C:8]([C:12]([F:13])([F:14])[F:15])[CH:7]=2)[C:3]1=[O:4]. Reported procedure: 1-Methyl-3-(3-(trifluoromethyl)phenyl)urea (available from Crescent Chemical Co., Inc.) (4.03 g) and malonic acid (2.11 g) were suspended into acetic anhydride (12 ml) and the resulting mixture was stirred at 80° C. for one hour. After the reaction solutions were concentrated under reduced pressure, to the residue was added saturated aqueous sodium hydrogen carbonate solution and the resulting mixture was washed with ethyl acetate. The aqueous layer was acidified with concentrated hydrochloric a...